The task is: describe an organic reaction: reactants, conditions, products, and yield. This data is from the Open Reaction Database (ORD), a public repository of structured organic reaction records. The reactants are solution, N1N=C(N=C1)C(=O)O (1H-1,2,4-triazole-3-carboxylic acid), C(C)O (ethanol), S(=O)(Cl)Cl (thionylchloride). Conditions: temperature 5 celsius. Product: Cl.C(C)OC(=O)C1=NNC=N1 (1H-1,2,4-triazole-3-carboxylic acid ethyl ester hydrochloride). Yield: 63.7%. Reaction SMILES: [NH:1]1[CH:5]=[N:4][C:3]([C:6]([OH:8])=[O:7])=[N:2]1.S(Cl)([Cl:11])=O.[CH2:13](O)[CH3:14]>>[ClH:11].[CH2:13]([O:7][C:6]([C:3]1[N:4]=[CH:5][NH:1][N:2]=1)=[O:8])[CH3:14] |f:3.4|. Procedure details: To 10 ml of a solution of 1.00 g (8.85 mmol) of 1H-1,2,4-triazole-3-carboxylic acid in 99.5% ethanol was added dropwise under stirring and cooling at 5° C. 1.58 g (13.2 mmol) of thionylchloride. The mixture was stirred under heating at 70° C. for 4 hours. Then, the solvent was removed under reduced pressure and the obtained residue was washed with 18 ml of ethylacetate. The obtained crystal was dried at room temperature under reduced pressure to give 1.00 g of 1H-1,2,4-triazole-3-carboxylic acid... Reported procedure: 1.89 g of 2-chloro-6-fluoro-phenylacetic acid was suspended in 20 ml of concentrated nitric acid. After the addition of 10 ml of concentrated sulfuric acid, the resulting mixture was heated under reflux for 3.5 hours. After the reaction mixture was poured into ice water, the resulting precipitate was collected by filtration, washed with a small amount of purified water, and then dried. Thus, 1.83 g (78% yield) of the title compound was obtained as a white powder. The reactants are ClC1=C(C(=CC=C1)F)CC(=O)O (2-chloro-6-fluoro-phenylacetic acid), [N+](=O)(O)[O-] (nitric acid), S(O)(O)(=O)=O (sulfuric acid), ice water. Yield: 78.0%. Product: ClC1=C(C(=CC=C1[N+](=O)[O-])F)CC(=O)O (2-chloro-6-fluoro-3-nitrophenylacetic Acid). RXN SMILES: [Cl:1][C:2]1[CH:7]=[CH:6][CH:5]=[C:4]([F:8])[C:3]=1[CH2:9][C:10]([OH:12])=[O:11].S(=O)(=O)(O)O.[N+:18]([O-])([OH:20])=[O:19]>>[Cl:1][C:2]1[C:7]([N+:18]([O-:20])=[O:19])=[CH:6][CH:5]=[C:4]([F:8])[C:3]=1[CH2:9][C:10]([OH:12])=[O:11].